Dataset: the Open Reaction Database (ORD), a public repository of structured organic reaction records. Task: describe an organic reaction: reactants, conditions, products, and yield Starting materials: CC(=O)OCC1OC(n2cnc3c(Cl)nc(C#N)nc32)C(OC(C)=O)C1OC(C)=O, Cc1ccc(C(CN)c2ccc(C)cc2)cc1. Yields the product CC(=O)OCC1OC(n2cnc3c(NCC(c4ccc(C)cc4)c4ccc(C)cc4)nc(C#N)nc32)C(OC(C)=O)C1OC(C)=O. Reaction SMILES: [C:1]([CH3:2])(=[O:3])[O:4][CH:5]1[CH:6]([CH2:26][O:27][C:28]([CH3:29])=[O:30])[O:7][CH:8]([n:14]2[c:15]3[n:16][c:17]([C:24]#[N:25])[n:18][c:19]([Cl:23])[c:20]3[n:21][cH:22]2)[CH:9]1[O:10][C:11]([CH3:12])=[O:13].[CH3:31][c:32]1[cH:33][cH:34][c:35]([CH:38]([CH2:39][NH2:40])[c:41]2[cH:42][cH:43][c:44]([CH3:47])[cH:45][cH:46]2)[cH:36][cH:37]1>>[C:1]([CH3:2])(=[O:3])[O:4][CH:5]1[CH:6]([CH2:26][O:27][C:28]([CH3:29])=[O:30])[O:7][CH:8]([n:14]2[c:15]3[n:16][c:17]([C:24]#[N:25])[n:18][c:19]([NH:40][CH2:39][CH:38]([c:35]4[cH:34][cH:33][c:32]([CH3:31])[cH:37][cH:36]4)[c:41]4[cH:42][cH:43][c:44]([CH3:47])[cH:45][cH:46]4)[c:20]3[n:21][cH:22]2)[CH:9]1[O:10][C:11]([CH3:12])=[O:13]. Starting materials: CC(CC1=CC=C(C=C1)OC)NCC(C1=C(C=CC=C1)Cl)O (α-[(α-methyl-4-methoxyphenethylamino)methyl]-2-chlorobenzylalcohol), Cl (hydrochloride), C(C1=CC=CC=C1)O (benzylalcohol), Cl (hydrogen chloride). The product is Cl.CC(CC1=CC=C(C=C1)OC)NCC(C1=C(C=CC=C1)Cl)O (α-[(α-methyl-4-methoxyphenethylamino)methyl]-2-chlorobenzylalcohol hydrochloride). RXN SMILES: [CH3:1][CH:2]([NH:12][CH2:13][CH:14]([OH:22])[C:15]1[CH:20]=[CH:19][CH:18]=[CH:17][C:16]=1[Cl:21])[CH2:3][C:4]1[CH:9]=[CH:8][C:7]([O:10][CH3:11])=[CH:6][CH:5]=1.C(O)C1C=CC=CC=1.Cl>>[ClH:21].[CH3:1][CH:2]([NH:12][CH2:13][CH:14]([OH:22])[C:15]1[CH:20]=[CH:19][CH:18]=[CH:17][C:16]=1[Cl:21])[CH2:3][C:4]1[CH:5]=[CH:6][C:7]([O:10][CH3:11])=[CH:8][CH:9]=1 |f:3.4|. Reported procedure: A mixture of the α-(α-methyl-4-methoxyphenethylimino)-2-chloroacetophenone solution obtained in paragraph (2), one g of sodium borohydride and 18 ml of ethanol is treated in the same manner as described in Example 1-(3), whereby α-[(α-methyl-4-methoxyphenethylamino)methyl]-2-chlorobenzylalcohol [the mixture of two diastereoisomers] is obtained as a crude oil. Said benzylalcohol [i.e., the mixture of two diastereoisomers] is treated with ethanolic hydrogen chloride to convert it into its hydrochl... As a reaction SMILES: [CH3:38][C:39](=[O:40])[CH3:41].[CH:2]12[CH2:3][NH:4][CH2:5][CH:6]([CH2:7][CH2:8]1)[O:9]2.[Cl:10][c:11]1[n:12][c:13]([N:18]2[CH2:19][CH2:20][N:21]([C:24](=[O:25])[O:26][C:27]([CH3:28])([CH3:29])[CH3:30])[CH2:22][CH2:23]2)[n:14][c:15]([Cl:17])[n:16]1.[ClH:1].[Na+:31].[Na+:32].[O-:33][C:34](=[O:35])[O-:36].[OH2:37]>>[CH:2]12[CH2:3][N:4]([c:15]3[n:14][c:13]([N:18]4[CH2:19][CH2:20][N:21]([C:24](=[O:25])[O:26][C:27]([CH3:28])([CH3:29])[CH3:30])[CH2:22][CH2:23]4)[n:12][c:11]([Cl:10])[n:16]3)[CH2:5][CH:6]([CH2:7][CH2:8]1)[O:9]2. The product is CC(C)(C)OC(=O)N1CCN(c2nc(Cl)nc(N3CC4CCC(C3)O4)n2)CC1. The reactants are CC(C)=O, C1CC2CNCC1O2, CC(C)(C)OC(=O)N1CCN(c2nc(Cl)nc(Cl)n2)CC1, Cl, [Na+], [Na+], O=C([O-])[O-], O. Starting materials: C(#N)C1=C(C=C(C=O)C=C1)F (4-cyano-3-fluorobenzaldehyde), [BH4-].[Na+] (NaBH4), C(CC(O)(C(=O)O)CC(=O)O)(=O)O (citric acid). The solvent is CCO (EtOH). Reaction conditions: temperature 0 celsius, time 10 minute. Yields the product C(#N)C1=C(C=C(CO)C=C1)F (4-Cyano-3-fluorobenzyl Alcohol). As a reaction SMILES: [C:1]([C:3]1[CH:10]=[CH:9][C:6]([CH:7]=[O:8])=[CH:5][C:4]=1[F:11])#[N:2].[BH4-].[Na+].C(O)(=O)CC(CC(O)=O)(C(O)=O)O>CCO>[C:1]([C:3]1[CH:10]=[CH:9][C:6]([CH2:7][OH:8])=[CH:5][C:4]=1[F:11])#[N:2] |f:1.2|. Reported procedure: To a stirred solution of 4-cyano-3-fluorobenzaldehyde, as described in Example 11, Step B, (620 mg, 4.16 mmol) in EtOH (30 mL) at 0° C. was added NaBH4 (157 mg, 4.16 mmol) in one portion. The reaction mixture was stirred at 0° C. for 10 min, then 10% aqueous citric acid (10 mL) was added and the solvent was removed under reduced pressure. The residue was partitioned between saturated aqueous NaHCO3 (10 nmL) and CH2Cl2 (30 mL). The aqueous layer was extracted further with CH2Cl2 (30 mL). The comb... The reactants are CC(=O)Nc1ccc(C=Cc2cccc([N+](=O)[O-])c2)cn1, CCO, CO, [Cl-], [Fe], [NH4+], O. The product is CC(=O)Nc1ccc(C=Cc2cccc(N)c2)cn1. RXN SMILES: [C:1]([CH3:2])(=[O:3])[NH:4][c:5]1[cH:6][cH:7][c:8]([CH:11]=[CH:12][c:13]2[cH:14][c:15]([N+:19]([O-:20])=[O:21])[cH:16][cH:17][cH:18]2)[cH:9][n:10]1.[CH3:24][CH2:25][OH:26].[CH3:29][OH:30].[Cl-:22].[Fe:28].[NH4+:23].[OH2:27]>>[C:1]([CH3:2])(=[O:3])[NH:4][c:5]1[cH:6][cH:7][c:8]([CH:11]=[CH:12][c:13]2[cH:14][c:15]([NH2:19])[cH:16][cH:17][cH:18]2)[cH:9][n:10]1.